From a dataset of the Open Reaction Database (ORD), a public repository of structured organic reaction records. describe an organic reaction: reactants, conditions, products, and yield The reactants are N#Cc1c(C(F)(F)F)ccc(Cl)c1F, [F-], [K+], O, O=S1(=O)CCCC1. Product: N#Cc1c(C(F)(F)F)ccc(F)c1F. RXN SMILES: [Cl:1][c:2]1[c:3]([F:14])[c:4]([C:5]#[N:6])[c:7]([C:10]([F:11])([F:12])[F:13])[cH:8][cH:9]1.[F-:15].[K+:16].[OH2:17].[S:18]1(=[O:23])(=[O:24])[CH2:19][CH2:20][CH2:21][CH2:22]1>>[c:2]1([F:15])[c:3]([F:14])[c:4]([C:5]#[N:6])[c:7]([C:10]([F:11])([F:12])[F:13])[cH:8][cH:9]1. Reaction conditions: time 20 minute. Yields the product C(C)OC(=O)C=1N(C2=CC=C(C=C2C1)OCC=C)CCC1=CSC=C1 (5-Allyloxy-1-[(2-thiophen-3-yl)ethyl]-1H-indole-2-carboxylic Acid Ethyl Ester). RXN SMILES: [CH2:1]([O:3][C:4]([C:6]1[NH:7][C:8]2[C:13]([CH:14]=1)=[CH:12][C:11]([O:15][CH2:16][CH:17]=[CH2:18])=[CH:10][CH:9]=2)=[O:5])[CH3:2].[S:19]1[CH:23]=[CH:22][C:21]([CH2:24][CH2:25]O)=[CH:20]1.C(P(CCCC)CCCC)CCC>C1COCC1>[CH2:1]([O:3][C:4]([C:6]1[N:7]([CH2:25][CH2:24][C:21]2[CH:22]=[CH:23][S:19][CH:20]=2)[C:8]2[C:13]([CH:14]=1)=[CH:12][C:11]([O:15][CH2:16][CH:17]=[CH2:18])=[CH:10][CH:9]=2)=[O:5])[CH3:2]. Run in C1CCOC1 (THF). The reactants are C(C)OC(=O)C=1NC2=CC=C(C=C2C1)OCC=C (5-allyloxyindole-2-carboxylic acid ethyl ester), azodicarboxylic acid bis[dimethylamide], C(CCC)P(CCCC)CCCC (tributyl phosphine), S1C=C(C=C1)CCO (2-(3-thienyl)ethanol). Isolated yield 93.8%. Procedure: To solution of 5-allyloxyindole-2-carboxylic acid ethyl ester (1.0 g, 4.08 mmol) in THF (10 mL) was added azodicarboxylic acid bis[dimethylamide] (TMAD; 1.4 g, 8.15 mmol). After stirring at room temperature for 20 min, 2-(3-thienyl)ethanol (0.78 g, 6.12 mmol) was added followed by the addition of tributyl phosphine (1.65 g, 8.15 mmol). After stirring at room temperature for 18 h, the reaction was partitioned between ethyl acetate and water. The organic layer was washed with brine and dried over ... The reactants are ClCC=CC(=C)C (1-chloro-4-methyl-2,4-pentadiene), CC(C)CC(CC(C)C)=O (2,6-dimethyl-heptan-4-one). The product is C(C)(C)C(C(CC(C)C)=O)CC=CC(=C)C (5-Isopropyl-2,9-dimethyl-7,9-decadien-4-one). Reaction SMILES: Cl[CH2:2][CH:3]=[CH:4][C:5]([CH3:7])=[CH2:6].[CH3:8][CH:9]([CH2:11][C:12](=[O:17])[CH2:13][CH:14]([CH3:16])[CH3:15])[CH3:10]>>[CH:9]([CH:11]([CH2:2][CH:3]=[CH:4][C:5]([CH3:7])=[CH2:6])[C:12](=[O:17])[CH2:13][CH:14]([CH3:16])[CH3:15])([CH3:10])[CH3:8]. Reported procedure: According to the procedure described in Example 1, from 1-chloro-4-methyl-2,4-pentadiene and 2,6-dimethyl-heptan-4-one there is obtained the above ketone; b.p.=72° C./0.3 mm Hg; nD20 =1.4728. Odour: linalool-like with a musk note, very natural. The reactants are FC1=C(C=CC(=C1)F)[C@]1(OC1)[C@H](C)O ((1S)-[(2R)-(2,4-difluorophenyl)-2-oxiranyl]ethanol), FC(COC1=CC=C(C=C1)N1N=CNC1=O)(F)F (2-[4-(2,2,2-trifluoroethoxy) phenyl]-3(2H,4H)-1,2,4-triazolone). Product: FC1=C(C=CC(=C1)F)[C@]1([C@@H](C)N2C(N(N=C2)C2=CC=C(C=C2)OCC(F)(F)F)=O)CO1 (4-[(1R,2S)-2-(2,4-difluorophenyl)-2,3-epoxy-1-methylpropyl]-2-[4-(2,2,2-trifluoroethoxy)phenyl]-3(2H,4H)-1,2,4-triazolone). Yield: 48.4%. As a reaction SMILES: [F:1][C:2]1[CH:7]=[C:6]([F:8])[CH:5]=[CH:4][C:3]=1[C@:9]1([C@@H:12](O)[CH3:13])[CH2:11][O:10]1.[F:15][C:16]([F:32])([F:31])[CH2:17][O:18][C:19]1[CH:24]=[CH:23][C:22]([N:25]2[C:29](=[O:30])[NH:28][CH:27]=[N:26]2)=[CH:21][CH:20]=1>>[F:1][C:2]1[CH:7]=[C:6]([F:8])[CH:5]=[CH:4][C:3]=1[C@:9]1([O:10][CH2:11]1)[C@H:12]([N:28]1[CH:27]=[N:26][N:25]([C:22]2[CH:23]=[CH:24][C:19]([O:18][CH2:17][C:16]([F:31])([F:32])[F:15])=[CH:20][CH:21]=2)[C:29]1=[O:30])[CH3:13]. Procedure: In the same manner as in Reference Example 5, starting from 0.971 g of (1S)-[(2R)-(2,4-difluorophenyl)-2-oxiranyl]ethanol and 1.0 g of 2-[4-(2,2,2-trifluoroethoxy) phenyl]-3(2H,4H)-1,2,4-triazolone, 0.825 g of 4-[(1R,2S)-2-(2,4-difluorophenyl)-2,3-epoxy-1-methylpropyl]-2-[4-(2,2,2-trifluoroethoxy)phenyl]-3(2H,4H)-1,2,4-triazolone was obtained as colorless prisms. Procedure: 1.0 g. of 6α-fluoro-11β-hydroxy-3,20-dioxo-16α-methyl-1,4-pregnadien-21-al is reacted, under the conditions described in Example 46 but with 2,2,2-trifluoroethanol, thus obtained the 2,2,2-trifluoroethyl ester of 6α-fluoro-11β-hydroxy-3,20-dioxo-16α-methyl-1,4-pregnadien-21-oic acid, m.p. 192.9° C. [α]D25 = +130° (chloroform). UV: ε242 = 17,000 (methanol). Run in C(Cl)(Cl)Cl (chloroform). As a reaction SMILES: [F:1][C@@H:2]1[C:22]2[C@:17]([CH3:24])([CH:18]=[CH:19][C:20](=[O:23])[CH:21]=2)[C@@H:16]2[C@H:4]([C@H:5]3[C@:13]([CH3:26])([CH2:14][C@@H:15]2[OH:25])[C@@H:8]([C:9](=[O:12])[CH:10]=[O:11])[C@H:7]([CH3:27])[CH2:6]3)[CH2:3]1.FC(F)(F)C[OH:31]>C(Cl)(Cl)Cl>[F:1][C@@H:2]1[C:22]2[C@:17]([CH3:24])([CH:18]=[CH:19][C:20](=[O:23])[CH:21]=2)[C@@H:16]2[C@H:4]([C@H:5]3[C@:13]([CH3:26])([CH2:14][C@@H:15]2[OH:25])[C@@H:8]([C:9](=[O:12])[C:10]([OH:31])=[O:11])[C@H:7]([CH3:27])[CH2:6]3)[CH2:3]1. The product is 2,2,2-trifluoroethyl ester, F[C@H]1C[C@H]2[C@@H]3C[C@H]([C@H](C(C(=O)O)=O)[C@]3(C[C@@H]([C@@H]2[C@]2(C=CC(C=C12)=O)C)O)C)C (6α-fluoro-11β-hydroxy-3,20-dioxo-16α-methyl-1,4-pregnadien-21-oic acid). Reactants: F[C@H]1C[C@H]2[C@@H]3C[C@H]([C@H](C(C=O)=O)[C@]3(C[C@@H]([C@@H]2[C@]2(C=CC(C=C12)=O)C)O)C)C (6α-fluoro-11β-hydroxy-3,20-dioxo-16α-methyl-1,4-pregnadien-21-al), FC(CO)(F)F (2,2,2-trifluoroethanol). The reactants are CC(C)C[Al+]CC(C)C, CON=C(C(=O)OC)c1ccccc1COc1cc(C)ccc1C, CO, ClCCl, [H-], Cc1ccccc1. Yields the product CON=C(C=O)c1ccccc1COc1cc(C)ccc1C. Reaction SMILES: [CH2:9]([Al+:10][CH2:11][CH:12]([CH3:13])[CH3:14])[CH:15]([CH3:16])[CH3:17].[CH3:18][c:19]1[c:20]([O:21][CH2:22][c:23]2[c:24]([C:29]([C:30](=[O:31])[O:32][CH3:33])=[N:34][O:35][CH3:36])[cH:25][cH:26][cH:27][cH:28]2)[cH:37][c:38]([CH3:41])[cH:39][cH:40]1.[CH3:45][OH:46].[Cl:42][CH2:43][Cl:44].[H-:8].[c:1]1([CH3:2])[cH:3][cH:4][cH:5][cH:6][cH:7]1>>[CH3:18][c:19]1[c:20]([O:21][CH2:22][c:23]2[c:24]([C:29]([CH:30]=[O:31])=[N:34][O:35][CH3:36])[cH:25][cH:26][cH:27][cH:28]2)[cH:37][c:38]([CH3:41])[cH:39][cH:40]1.